From a dataset of the Open Reaction Database (ORD), a public repository of structured organic reaction records. describe an organic reaction: reactants, conditions, products, and yield The reagents and catalysts are [Pd].ClP(C12CCC(CC1)C2)(C21CCC(CC2)C1)C1=C(C=CC=C1)C1=C(C=CC=C1)N(C)C (chloro-[2′-(dimethylamino)-2-biphenylyl]-(dinorbornylphosphine)-palladium). The product is C1(=C(C=CC=C1)NC(=O)C=1C=NN2C1C=CC(=C2)C2=CC=C(C=C2)OC)C (6-(4-Methoxy-phenyl)-pyrazolo[1,5-a]pyridine-3-carboxylic acid o-tolylamide). Reactants: C1(=C(C=CC=C1)NC(=O)C=1C=NN2C1C=CC(=C2)Br)C (6-Bromo-pyrazolo[1,5-a]pyridine-3-carboxylic acid o-tolylamide), COC1=CC=C(C=C1)B(O)O (4-methoxyphenylboronic acid), C([O-])([O-])=O.[K+].[K+] (potassium carbonate). Procedure: 6-Bromo-pyrazolo[1,5-a]pyridine-3-carboxylic acid o-tolylamide (50 mg, 0.15 mmol), 4-methoxyphenylboronic acid (27.9 mg, 0.18 mmol), chloro-[2′-(dimethylamino)-2-biphenylyl]-(dinorbornylphosphine)-palladium (4.6 mg, 7.6 μmol; Fluka, CAS # 359803-53-5) and potassium carbonate (84 mg, 0.61 mmol) are heated in 5 ml dry dioxane to 130° C. for 20 minutes in the microwave oven. The product is isolated by automated column chromatography and is dried at the high vacuum pump, yielding the title compound ... As a reaction SMILES: [C:1]1([CH3:20])[CH:6]=[CH:5][CH:4]=[CH:3][C:2]=1[NH:7][C:8]([C:10]1[CH:11]=[N:12][N:13]2[CH:18]=[C:17](Br)[CH:16]=[CH:15][C:14]=12)=[O:9].[CH3:21][O:22][C:23]1[CH:28]=[CH:27][C:26](B(O)O)=[CH:25][CH:24]=1.C(=O)([O-])[O-].[K+].[K+]>O1CCOCC1.[Pd].ClP(C1C=CC=CC=1C1C=CC=CC=1N(C)C)(C12CC(CC1)CC2)C12CC(CC1)CC2>[C:1]1([CH3:20])[CH:6]=[CH:5][CH:4]=[CH:3][C:2]=1[NH:7][C:8]([C:10]1[CH:11]=[N:12][N:13]2[CH:18]=[C:17]([C:26]3[CH:27]=[CH:28][C:23]([O:22][CH3:21])=[CH:24][CH:25]=3)[CH:16]=[CH:15][C:14]=12)=[O:9] |f:2.3.4,6.7|. The solvent is O1CCOCC1 (dioxane). Product: C(=Cc1ccccn1)c1cnc2c(c1)CC1(CN3CCC1CC3)O2. Reaction SMILES: [Br:1][c:2]1[cH:3][c:4]2[c:5]([n:6][cH:7]1)[O:8][C:9]1([CH2:10][N:11]3[CH2:12][CH2:13][CH:14]1[CH2:15][CH2:16]3)[CH2:17]2.[CH:18](=[CH2:19])[c:20]1[n:21][cH:22][cH:23][cH:24][cH:25]1>>[c:2]1([CH:19]=[CH:18][c:20]2[n:21][cH:22][cH:23][cH:24][cH:25]2)[cH:3][c:4]2[c:5]([n:6][cH:7]1)[O:8][C:9]1([CH2:10][N:11]3[CH2:12][CH2:13][CH:14]1[CH2:15][CH2:16]3)[CH2:17]2. Reactants: Brc1cnc2c(c1)CC1(CN3CCC1CC3)O2, C=Cc1ccccn1.